This data is from the Open Reaction Database (ORD), a public repository of structured organic reaction records. The task is: describe an organic reaction: reactants, conditions, products, and yield Reactants: CO (methanol), P(Cl)(Cl)(Cl)(Cl)Cl (phosphorus pentachloride), C1(=CC=CC=C1)CC(=O)NC1[C@@H]2N(C(=C(CS2)CSC2=NN=NN2CC#C)C(=O)OC(C2=CC=CC=C2)C2=CC=CC=C2)C1=O (benzhydryl 7-(2-phenylacetamido)-3-[1-(2-propynyl)-1H-tetrazol-5-yl]thiomethyl-3-cephem-4-carboxylate), N1=CC=CC=C1 (pyridine). Run in C(Cl)Cl (methylene chloride). Run at temperature 5 celsius, time 30 minute. Yields the product NC1[C@@H]2N(C(=C(CS2)CSC2=NN=NN2CC#C)C(=O)OC(C2=CC=CC=C2)C2=CC=CC=C2)C1=O (benzhydryl 7-amino-3 -[1-(2-propynyl)-1H-tetrazol-5-yl]thiomethyl-3-cephem-4-carboxylate). Isolated yield 94.7%. As a reaction SMILES: P(Cl)(Cl)(Cl)(Cl)Cl.N1C=CC=CC=1.C1(CC([NH:22][CH:23]2[C:56](=[O:57])[N:25]3[C:26]([C:40]([O:42][CH:43]([C:50]4[CH:55]=[CH:54][CH:53]=[CH:52][CH:51]=4)[C:44]4[CH:49]=[CH:48][CH:47]=[CH:46][CH:45]=4)=[O:41])=[C:27]([CH2:30][S:31][C:32]4[N:36]([CH2:37][C:38]#[CH:39])[N:35]=[N:34][N:33]=4)[CH2:28][S:29][C@H:24]23)=O)C=CC=CC=1.CO>C(Cl)Cl>[NH2:22][CH:23]1[C:56](=[O:57])[N:25]2[C:26]([C:40]([O:42][CH:43]([C:44]3[CH:45]=[CH:46][CH:47]=[CH:48][CH:49]=3)[C:50]3[CH:51]=[CH:52][CH:53]=[CH:54][CH:55]=3)=[O:41])=[C:27]([CH2:30][S:31][C:32]3[N:36]([CH2:37][C:38]#[CH:39])[N:35]=[N:34][N:33]=3)[CH2:28][S:29][C@H:24]12. Procedure details: A mixture of phosphorus pentachloride (5.3 g) in methylene chloride (80 ml) was cooled to 5° C. and thereto was added pyridine (2.0 g). The mixture was stirred for 30 minutes at room temperature and then cooled to 5° C. and thereto was added benzhydryl 7-(2-phenylacetamido)-3-[1-(2-propynyl)-1H-tetrazol-5-yl]thiomethyl-3-cephem-4-carboxylate (8.0 g) to give a homogeneous solution. The obtained solution was stirred for 30 minutes at 5° C. and added to methanol (40.2 g) precooled to -30° C. The re... The reactants are [C-]#N.[Na+] (sodium cyanide), C(C=C)ON(S(=O)(=O)C1=C(C=CC=C1)[N+](=O)[O-])C1C(=C[C@H](N(C1)C(=O)OC(C)(C)C)CO[Si](C)(C)C(C)(C)C)COS(=O)(=O)C ((2S)-tert-butyl 5-(N-(allyloxy)-2-nitrophenylsulfonamido)-2-(((tert-butyldimethylsilyl)oxy)methyl)-4-(((methylsulfonyl)oxy)methyl)-5,6-dihydropyridine-1(2H)-carboxylate). The solvent is C(=O)(O)[O-].[Na+] (NaHCO3), O (water), O (water), CN(C)C=O (DMF). Reaction conditions: time 15 hour. Yields the product C(C=C)ON(S(=O)(=O)C1=C(C=CC=C1)[N+](=O)[O-])C1C(=C[C@H](N(C1)C(=O)OC(C)(C)C)CO[Si](C)(C)C(C)(C)C)CC#N ((2S)-tert-butyl 5-(N-(allyloxy)-2-nitrophenylsulfonamido)-2-(((tert-butyldimethylsilyl)oxy)methyl)-4-(cyanomethyl)-5,6-dihydropyridine-1(2H)-carboxylate). RXN SMILES: [C-:1]#[N:2].[Na+].[CH2:4]([O:7][N:8]([CH:21]1[CH2:26][N:25]([C:27]([O:29][C:30]([CH3:33])([CH3:32])[CH3:31])=[O:28])[C@H:24]([CH2:34][O:35][Si:36]([C:39]([CH3:42])([CH3:41])[CH3:40])([CH3:38])[CH3:37])[CH:23]=[C:22]1[CH2:43]OS(C)(=O)=O)[S:9]([C:12]1[CH:17]=[CH:16][CH:15]=[CH:14][C:13]=1[N+:18]([O-:20])=[O:19])(=[O:11])=[O:10])[CH:5]=[CH2:6]>O.CN(C=O)C.C([O-])(O)=O.[Na+]>[CH2:4]([O:7][N:8]([CH:21]1[CH2:26][N:25]([C:27]([O:29][C:30]([CH3:31])([CH3:33])[CH3:32])=[O:28])[C@H:24]([CH2:34][O:35][Si:36]([C:39]([CH3:40])([CH3:41])[CH3:42])([CH3:38])[CH3:37])[CH:23]=[C:22]1[CH2:43][C:1]#[N:2])[S:9]([C:12]1[CH:17]=[CH:16][CH:15]=[CH:14][C:13]=1[N+:18]([O-:20])=[O:19])(=[O:10])=[O:11])[CH:5]=[CH2:6] |f:0.1,5.6|. Procedure: To a stirred solution of sodium cyanide (4.94 g, 100.85 mmol) in water (20.0 mL) was added (2S)-tert-butyl 5-(N-(allyloxy)-2-nitrophenylsulfonamido)-2-(((tert-butyldimethylsilyl)oxy)methyl)-4-(((methylsulfonyl)oxy)methyl)-5,6-dihydropyridine-1(2H)-carboxylate (crude, 20.17 mmol) in DMF (100 mL). The mixture was then stirred at room temperature for 15 h. It became a dark orange solution. It was then diluted with sat. NaHCO3 and water and extracted with ethyl acetate, dried over MgSO4. The crude w...